This data is from the Open Reaction Database (ORD), a public repository of structured organic reaction records. The task is: describe an organic reaction: reactants, conditions, products, and yield The reactants are CC1=CC=C(C=C1)S(=O)(=O)Cl (4-methylbenzenesulfonyl chloride), 11, FC1=CC=C(OC[C@@H](CO)O)C=C1 ((-)-(R)-3-(4-fluorophenoxy)-1,2-propanediol), N1=CC=CC=C1 (pyridine). The solvent is ClC(Cl)Cl (trichloromethane). Reaction conditions: time 8 hour. The product is FC1=CC=C(OC[C@H](CO)O)C=C1 ((+)-(S)-3-(4-fluorophenoxy)-1,2-propanediol), O1 -4-methylbenzenesulfonate. Isolated yield 67.2%. RXN SMILES: [F:1][C:2]1[CH:13]=[CH:12][C:5]([O:6][CH2:7][C@H:8]([OH:11])[CH2:9][OH:10])=[CH:4][CH:3]=1.N1C=CC=CC=1.CC1C=CC(S(Cl)(=O)=O)=CC=1>ClC(Cl)Cl>[F:1][C:2]1[CH:3]=[CH:4][C:5]([O:6][CH2:7][C@@H:8]([OH:11])[CH2:9][OH:10])=[CH:12][CH:13]=1. Reported procedure: To a stirred mixture of 11 parts of (-)-(R)-3-(4-fluorophenoxy)-1,2-propanediol, 23.3 parts of pyridine and 240 parts of trichloromethane were added 12.3 parts of 4-methylbenzenesulfonyl chloride. The whole was stirred overnight at room temperature. It was washed successively with acid water, a sodium carbonate solution and water, dried, filtered and evaporated. The residue was purified by column chromatography over silica gel using a mixture of trichloromethane and methanol (98:2 by volume) as ... Starting materials: O=C1CCC(=O)N1Br, N#Cc1cc(-n2nc(C(F)(F)F)c3c2C(=O)N(c2ccc(I)cc2F)CCC3)ccc1F, ClC(Cl)(Cl)Cl, CC(C)(C#N)N=NC(C)(C)C#N. Yields the product N#Cc1cc(-n2nc(C(F)(F)F)c3c2C(=O)N(c2ccc(I)cc2F)CC=C3)ccc1F. As a reaction SMILES: [Br:33][N:34]1[C:35](=[O:36])[CH2:37][CH2:38][C:39]1=[O:40].[C:1](#[N:2])[c:3]1[cH:4][c:5](-[n:10]2[n:11][c:12]([C:29]([F:30])([F:31])[F:32])[c:13]3[c:14]2[C:15](=[O:28])[N:16]([c:20]2[c:21]([F:27])[cH:22][c:23]([I:26])[cH:24][cH:25]2)[CH2:17][CH2:18][CH2:19]3)[cH:6][cH:7][c:8]1[F:9].[Cl:53][C:54]([Cl:55])([Cl:56])[Cl:57].[N:41]#[C:42][C:43]([N:44]=[N:45][C:46]([C:47]#[N:48])([CH3:49])[CH3:50])([CH3:51])[CH3:52]>>[C:1](#[N:2])[c:3]1[cH:4][c:5](-[n:10]2[n:11][c:12]([C:29]([F:30])([F:31])[F:32])[c:13]3[c:14]2[C:15](=[O:28])[N:16]([c:20]2[c:21]([F:27])[cH:22][c:23]([I:26])[cH:24][cH:25]2)[CH2:17][CH:18]=[CH:19]3)[cH:6][cH:7][c:8]1[F:9]. Starting materials: NC[C@H](O)C1=CC2=C(OC(OC2)(C)C)C=C1 ((1R)-2-amino-1-(2,2-dimethyl-4H-1,3-benzodioxin-6-yl)ethanol), BrCCCCCCOCCCC1=CC2=C(CCS2(=O)=O)C=C1 (6-{3-[(6-bromohexyl)oxy]propyl}-2,3-dihydro-1-benzothiophene 1,1-dioxide), ICCCCCCOCCCC1=CC2=C(CCS2(=O)=O)C=C1 (6-{3-[(6-iodohexyl)oxy]propyl}-2,3-dihydro-1-benzothiophene 1,1-dioxide), CN(C=O)C (dimethylformamide). Reaction conditions: temperature 65 celsius, time 8 hour. The product is C(C)(=O)OC1=C(C=C(C=C1)[C@H](CNCCCCCCOCCCCC1=CC2=C(CCS2(=O)=O)C=C1)O)CO (4[(1R)-2-({6-[4-(1,1-Dioxido-2,3-dihydro-1-benzothien-6-yl)butoxy]hexyl}amino)-1-hydroxyethyl]-2-(hydroxymethyl)phenol acetate). RXN SMILES: [NH2:1][CH2:2][C@@H:3]([C:5]1[CH:16]=[CH:15][C:8]2[O:9][C:10]([CH3:14])(C)[O:11][CH2:12][C:7]=2[CH:6]=1)[OH:4].BrCCCCCCO[CH2:25][CH2:26][CH2:27][C:28]1[CH:38]=[CH:37][C:31]2[CH2:32][CH2:33][S:34](=[O:36])(=[O:35])[C:30]=2[CH:29]=1.I[CH2:40][CH2:41][CH2:42][CH2:43][CH2:44][CH2:45][O:46][CH2:47]CCC1C=CC2CCS(=O)(=O)C=2C=1.CN(C)C=[O:64]>>[C:10]([O:9][C:8]1[CH:15]=[CH:16][C:5]([C@@H:3]([OH:4])[CH2:2][NH:1][CH2:40][CH2:41][CH2:42][CH2:43][CH2:44][CH2:45][O:46][CH2:47][CH2:25][CH2:26][CH2:27][C:28]2[CH:38]=[CH:37][C:31]3[CH2:32][CH2:33][S:34](=[O:35])(=[O:36])[C:30]=3[CH:29]=2)=[CH:6][C:7]=1[CH2:12][OH:11])(=[O:64])[CH3:14]. Procedure details: A mixture of (1R)-2-amino-1-(2,2-dimethyl-4H-1,3-benzodioxin-6-yl)ethanol (112 mg) and 6-{3-[(6-bromohexyl)oxy]propyl}-2,3-dihydro-1-benzothiophene 1,1-dioxide and 6-{3-[(6-iodohexyl)oxy]propyl}-2,3-dihydro-1-benzothiophene 1,1-dioxide (370 mg) in dimethylformamide (1 ml) was allowed to stand at room temperature overnight. The solution was concentrated under reduced pressure and the residue was dissolved in ethanol and applied to an SCX-2 cartridge (10 g) eluting with ethanol and then with 10% a... Reactants: BrC=1C(=C(C(=O)O)C=C(C1Cl)F)Cl (3-bromo-2,4-dichloro-5-fluorobenzoic acid), S(=O)(Cl)Cl (thionyl chloride). Yields the product BrC=1C(=C(C(=O)Cl)C=C(C1Cl)F)Cl (3-Bromo-2,4-dichloro-5-fluoro-benzoyl chloride). As a reaction SMILES: [Br:1][C:2]1[C:3]([Cl:13])=[C:4]([CH:8]=[C:9]([F:12])[C:10]=1[Cl:11])[C:5](O)=[O:6].S(Cl)([Cl:16])=O>>[Br:1][C:2]1[C:3]([Cl:13])=[C:4]([CH:8]=[C:9]([F:12])[C:10]=1[Cl:11])[C:5]([Cl:16])=[O:6]. Reported procedure: 58.3 g (0.2 mol) of 3-bromo-2,4-dichloro-5-fluorobenzoic acid are refluxed for 4 hours in 350 ml of thionyl chloride until the gas evolution ceases. Excess thionyl chloride is removed by distillation, and the residue is fractionated.